From a dataset of the Open Reaction Database (ORD), a public repository of structured organic reaction records. describe an organic reaction: reactants, conditions, products, and yield Reactants: ClC=1C(=NC(=C(N1)Cl)CC)C(=O)N (3,5-dichloro-6-ethylpyrazine-2-carboxamide), S(=O)(Cl)Cl (thionyl chloride). Run in CN(C)C=O (DMF). Conditions: time 20 minute. The product is ClC=1C(=NC(=C(N1)Cl)CC)C#N (3,5-dichloro-6-ethylpyrazine-2-carbonitrile). The yield is 66.2%. RXN SMILES: [Cl:1][C:2]1[C:3]([C:11]([NH2:13])=O)=[N:4][C:5]([CH2:9][CH3:10])=[C:6]([Cl:8])[N:7]=1.S(Cl)(Cl)=O>CN(C=O)C>[Cl:1][C:2]1[C:3]([C:11]#[N:13])=[N:4][C:5]([CH2:9][CH3:10])=[C:6]([Cl:8])[N:7]=1. Reported procedure: To a mixture of 3,5-dichloro-6-ethylpyrazine-2-carboxamide (1.0 g) and DMF (15 mL), thionyl chloride (1 mL) was added at room temperature and stirred for 20 minutes. The reaction liquid was poured into ice-cold water and extracted with ethyl acetate. The organic layer was washed with saturated aqueous sodium chloride and then dried over anhydrous sodium sulfate, and the solvent was distilled off under reduced pressure. The residue was purified by silica gel column chromatography (eluent; ethyl a... Reactants: BrC=1C=CC(=C(C(=O)OCC)C1C)OC (Ethyl 5-bromo-6-methyl-2-methoxybenzoate), C(C)O (ethanol), [OH-].[Na+] (sodium hydroxide), Cl (hydrochloric acid). Run in O (water), O (water). Run at time 42 hour. Yields the product BrC=1C=CC(=C(C(=O)O)C1C)OC (5-Bromo-6-methyl-2-methoxybenzoic acid). As a reaction SMILES: [Br:1][C:2]1[CH:3]=[CH:4][C:5]([O:14][CH3:15])=[C:6]([C:12]=1[CH3:13])[C:7]([O:9]CC)=[O:8].C(O)C.[OH-].[Na+].Cl>O>[Br:1][C:2]1[CH:3]=[CH:4][C:5]([O:14][CH3:15])=[C:6]([C:12]=1[CH3:13])[C:7]([OH:9])=[O:8] |f:2.3|. Procedure: A mixture of 6A (9.8 g, 34.1 mmol), water (40 ml), ethanol (80 ml) and sodium hydroxide (2.7 g, 68.3 mmol) is heated under reflux with stirring for 42 hours. The reaction mixture is diluted with water (80 ml), acidified with concentrated hydrochloric acid and extracted with dichloromethane. The organic phase is separated and concentrated. The solid material is collected by filtration, washed with water and dried yielding off-white crystals, 5.4 g (61%), mp 81-83° C.